From a dataset of the Open Reaction Database (ORD), a public repository of structured organic reaction records. describe an organic reaction: reactants, conditions, products, and yield The reactants are CC(C)(CO)CNC(=O)OC(C)(C)C, C1CCOC1, ClCCl, O=C1c2ccccc2C(=O)N1O, c1ccc(P(c2ccccc2)c2ccccc2)cc1. The product is CC(C)(CNC(=O)OC(C)(C)C)CON1C(=O)c2ccccc2C1=O. Reaction SMILES: [C:1]([CH3:2])([CH3:3])([CH3:4])[O:5][C:6]([NH:7][CH2:8][C:9]([CH2:10][OH:11])([CH3:12])[CH3:13])=[O:14].[CH2:46]1[O:47][CH2:48][CH2:49][CH2:50]1.[Cl:51][CH2:52][Cl:53].[OH:15][N:16]1[C:17](=[O:26])[c:18]2[c:19]([cH:22][cH:23][cH:24][cH:25]2)[C:20]1=[O:21].[c:27]1([P:28]([c:29]2[cH:30][cH:31][cH:32][cH:33][cH:34]2)[c:35]2[cH:36][cH:37][cH:38][cH:39][cH:40]2)[cH:41][cH:42][cH:43][cH:44][cH:45]1>>[C:1]([CH3:2])([CH3:3])([CH3:4])[O:5][C:6]([NH:7][CH2:8][C:9]([CH2:10][O:11][N:16]1[C:17](=[O:26])[c:18]2[c:19]([cH:22][cH:23][cH:24][cH:25]2)[C:20]1=[O:21])([CH3:12])[CH3:13])=[O:14]. Reactants: COC(C)OCOc1ccc(C#Cc2ccc(C(=O)Cl)cc2)cc1C12CC3CC(CC(C3)C1)C2, C1CCOC1, N, O. The product is COC(C)OCOc1ccc(C#Cc2ccc(C(N)=O)cc2)cc1C12CC3CC(CC(C3)C1)C2. Reaction SMILES: [C:2]12([c:12]3[cH:13][c:14]([C:25]#[C:26][c:27]4[cH:28][cH:29][c:30]([C:31](=[O:32])[Cl:33])[cH:34][cH:35]4)[cH:15][cH:16][c:17]3[O:18][CH2:19][O:20][CH:21]([CH3:22])[O:23][CH3:24])[CH2:3][CH:4]3[CH2:5][CH:6]([CH2:7][CH:8]([CH2:9]1)[CH2:10]3)[CH2:11]2.[CH2:37]1[O:38][CH2:39][CH2:40][CH2:41]1.[NH3:1].[OH2:36]>>[NH2:1][C:31]([c:30]1[cH:29][cH:28][c:27]([C:26]#[C:25][c:14]2[cH:13][c:12]([C:2]34[CH2:3][CH:4]5[CH2:5][CH:6]([CH2:7][CH:8]([CH2:9]3)[CH2:10]5)[CH2:11]4)[c:17]([O:18][CH2:19][O:20][CH:21]([CH3:22])[O:23][CH3:24])[cH:16][cH:15]2)[cH:35][cH:34]1)=[O:32]. Starting materials: [N+](=O)([O-])[O-].[U+2](=O)=O.[N+](=O)([O-])[O-] (uranyl nitrate). Run in N (ammonia), N (ammonia). Product: [NH4+].[NH4+].[O-2].[O-2].[O-2].[O-2].[O-2].[O-2].[O-2].[U].[U] (ammonium diuranate). Reaction SMILES: [N+:1]([O-])([O-])=[O:2].[U+2:5](=O)=[O:6].[N+:8]([O-])([O-])=[O:9]>N>[NH4+:1].[NH4+:8].[O-2:2].[O-2:6].[O-2:9].[O-2:2].[O-2:2].[O-2:2].[O-2:2].[U:5].[U:5] |f:0.1.2,4.5.6.7.8.9.10.11.12.13.14|. Procedure details: The microspheres are then aged in 32% (by weight) aqueous ammonia, for 2 hours. During this time the reaction of the uranyl nitrate with ammonia is completed to give an insoluble precipitate of ammonium diuranate and the polymerization of the polymer is continued. Run in O1CCOCC1 (dioxane). Product: CC1=C(C=C(C=C1)C=1N=C2N(N=C(C=C2)B(O)O)C1)NC(C(C)(C)C)=O (2-(4-methyl-3-pivalamidophenyl)imidazo[1,2-b]pyridazin-6-ylboronic acid). Reagents/catalysts: C1=CC=C(C=C1)P([C-]2C=CC=C2)C3=CC=CC=C3.C1=CC=C(C=C1)P([C-]2C=CC=C2)C3=CC=CC=C3.Cl[Pd]Cl.[Fe+2] ([1,1′-bis(diphenylphosphino)ferrocene]dichloropalladium(II)). Procedure: A suspension of N-[5-(6-chloroimidazo[2,1-f]pyridazin-2-yl)-2-methyl-phenyl]-2,2-dimethyl-propanamide (15.43 g 0.045 mol), bis(pinacolato)diboron (17.14 g, 0.0675 mol), potassium acetate (8.833 g, 0.09 mol), [1,1′-bis(diphenylphosphino)ferrocene]dichloropalladium(II) (2.305 g, 3.15 mmol) in dioxane (153 mL) is heated at 90° C. for 16 hours. The reaction mixture is cooled, concentrated, added to an aqueous NaOH solution (150 mL, 3 M). The mixture is stirred for 1 hour then extracted with EtOAc (3... Isolated yield 54.0%. Starting materials: ClC1=NN2C(C=C1)=NC(=C2)C=2C=CC(=C(C2)NC(C(C)(C)C)=O)C (N-[5-(6-chloroimidazo[2,1-f]pyridazin-2-yl)-2-methyl-phenyl]-2,2-dimethyl-propanamide), B1(OC(C(O1)(C)C)(C)C)B2OC(C(O2)(C)C)(C)C (bis(pinacolato)diboron), C(C)(=O)[O-].[K+] (potassium acetate). Reaction conditions: temperature 90 celsius, time 1 hour. As a reaction SMILES: Cl[C:2]1[CH:7]=[CH:6][C:5]2=[N:8][C:9]([C:11]3[CH:12]=[CH:13][C:14]([CH3:24])=[C:15]([NH:17][C:18](=[O:23])[C:19]([CH3:22])([CH3:21])[CH3:20])[CH:16]=3)=[CH:10][N:4]2[N:3]=1.[B:25]1(B2OC(C)(C)C(C)(C)O2)[O:29]C(C)(C)C(C)(C)[O:26]1.C([O-])(=O)C.[K+]>O1CCOCC1.C1C=CC(P(C2C=CC=CC=2)[C-]2C=CC=C2)=CC=1.C1C=CC(P(C2C=CC=CC=2)[C-]2C=CC=C2)=CC=1.Cl[Pd]Cl.[Fe+2]>[CH3:24][C:14]1[CH:13]=[CH:12][C:11]([C:9]2[N:8]=[C:5]3[CH:6]=[CH:7][C:2]([B:25]([OH:29])[OH:26])=[N:3][N:4]3[CH:10]=2)=[CH:16][C:15]=1[NH:17][C:18](=[O:23])[C:19]([CH3:22])([CH3:21])[CH3:20] |f:2.3,5.6.7.8|.